Dataset: the Open Reaction Database (ORD), a public repository of structured organic reaction records. Task: describe an organic reaction: reactants, conditions, products, and yield Starting materials: O=C(n1ccnc1)n1ccnc1, CC(=O)Nc1nc(C(=O)O)cs1, CN(C)C=O, CCOC(C)=O, CC(C)(C)OC(=O)NNC(=O)NCc1ccc(N)cc1, C1CCOC1, O. The product is CC(=O)Nc1nc(C(=O)Nc2ccc(CNC(=O)NNC(=O)OC(C)(C)C)cc2)cs1. As a reaction SMILES: [C:13]([n:14]1[cH:15][cH:16][n:17][cH:18]1)([n:19]1[cH:20][cH:21][n:22][cH:23]1)=[O:24].[C:1]([CH3:2])(=[O:3])[NH:4][c:5]1[s:6][cH:7][c:8]([C:10](=[O:11])[OH:12])[n:9]1.[CH3:51][N:52]([CH3:53])[CH:54]=[O:55].[CH3:56][CH2:57][O:58][C:59](=[O:60])[CH3:61].[NH2:25][c:26]1[cH:27][cH:28][c:29]([CH2:30][NH:31][C:32](=[O:33])[NH:34][NH:35][C:36](=[O:37])[O:38][C:39]([CH3:40])([CH3:41])[CH3:42])[cH:43][cH:44]1.[O:46]1[CH2:47][CH2:48][CH2:49][CH2:50]1.[OH2:45]>>[C:1]([CH3:2])(=[O:3])[NH:4][c:5]1[s:6][cH:7][c:8]([C:10](=[O:12])[NH:25][c:26]2[cH:27][cH:28][c:29]([CH2:30][NH:31][C:32](=[O:33])[NH:34][NH:35][C:36](=[O:37])[O:38][C:39]([CH3:40])([CH3:41])[CH3:42])[cH:43][cH:44]2)[n:9]1. The reactants are Cl (hydrochloric acid), C(=O)NC=1SC=C(N1)C(C(=O)NC1[C@@H]2N(C(=C(CS2)C(CCCNC(=O)OC(C)(C)C)SC2=NN=NN2)C(=O)O)C1=O)=NOCC(=O)OC(C)(C)C (7-[2-(2-formamidothiazol-4-yl)-2-tert-butoxycarbonylmethoxyiminoacetamido]-3-[1-(3-tert-butoxycarbonylaminopropyl)-1H-tetrazol-5-ylthiomethyl)-3-cephem-4-carboxylic acid). Solvent: CO (methanol). Conditions: time 4 hour. Yields the product NC=1SC=C(N1)C(C(=O)NC1[C@@H]2N(C(=C(CS2)C(CCCN)SC2=NN=NN2)C(=O)O)C1=O)=NOCC(=O)O (7-[2-(2-aminothiazol-4-yl)-2-carboxymethoxyiminoacetamido]-3-[1-(3-aminopropyl)-1H-tetrazol-5-ylthiomethyl]-3-cephem-4-carboxylic acid). Reaction SMILES: Cl.C([NH:4][C:5]1[S:6][CH:7]=[C:8]([C:10](=[N:44][O:45][CH2:46][C:47]([O:49]C(C)(C)C)=[O:48])[C:11]([NH:13][CH:14]2[C:42](=[O:43])[N:16]3[C:17]([C:39]([OH:41])=[O:40])=[C:18]([CH:21]([S:33][C:34]4[NH:38][N:37]=[N:36][N:35]=4)[CH2:22][CH2:23][CH2:24][NH:25]C(OC(C)(C)C)=O)[CH2:19][S:20][C@H:15]23)=[O:12])[N:9]=1)=O>CO>[NH2:4][C:5]1[S:6][CH:7]=[C:8]([C:10](=[N:44][O:45][CH2:46][C:47]([OH:49])=[O:48])[C:11]([NH:13][CH:14]2[C:42](=[O:43])[N:16]3[C:17]([C:39]([OH:41])=[O:40])=[C:18]([CH:21]([S:33][C:34]4[NH:38][N:37]=[N:36][N:35]=4)[CH2:22][CH2:23][CH2:24][NH2:25])[CH2:19][S:20][C@H:15]23)=[O:12])[N:9]=1. Procedure details: Conc. hydrochloric acid (20.8 g.) was added to a mixture of 7-[2-(2-formamidothiazol-4-yl)-2-tert-butoxycarbonylmethoxyiminoacetamido]-3-[1-(3-tert-butoxycarbonylaminopropyl)-1H-tetrazol-5-ylthiomethyl)-3-cephem-4-carboxylic acid (syn isomer, 39.1 g.) in methanol (400 ml.), and stirred at room temperature for 4 hours. After removing the solvent in vacuo, tetrahydrofuran (40 ml.) and anisole (40 ml.) were added to the residue and stirred at room temperature for 4 hours. The reaction mixture was a... Starting materials: BrCc1ccccc1, CCOC(=O)CCc1ccc(OC)c(O)c1. Product: CCOC(=O)CCc1ccc(OC)c(OCc2ccccc2)c1. As a reaction SMILES: [Br:17][CH2:18][c:19]1[cH:20][cH:21][cH:22][cH:23][cH:24]1.[OH:1][c:2]1[cH:3][c:4]([CH2:10][CH2:11][C:12](=[O:13])[O:14][CH2:15][CH3:16])[cH:5][cH:6][c:7]1[O:8][CH3:9]>>[O:1]([c:2]1[cH:3][c:4]([CH2:10][CH2:11][C:12](=[O:13])[O:14][CH2:15][CH3:16])[cH:5][cH:6][c:7]1[O:8][CH3:9])[CH2:18][c:19]1[cH:20][cH:21][cH:22][cH:23][cH:24]1.